Dataset: the Open Reaction Database (ORD), a public repository of structured organic reaction records. Task: describe an organic reaction: reactants, conditions, products, and yield Starting materials: C12CC3CC(CC(C1)C3)C2 (adamantane), 2-methacryloyloxy-2-(3-(2-hydroxy-2-propyl)1-1-adamantyl)propane, OC12CC3(CC(CC(C1)C3)C2)O (1,3-dihydroxyadamantane), ClCCCl (1,2-dichloroethane), S(O)(O)(=O)=O (sulfuric acid), C(=O)O (formic acid). The product is OC12CC3(CC(CC(C1)C3)C2)O (1,3-dihydroxyadamantane), C12(CC3(CC(CC(C1)C3)C2)C(=O)O)C(=O)O (1,3-adamantanedicarboxylic acid). RXN SMILES: [CH:1]12[CH2:10][CH:5]3[CH2:6][CH:7]([CH2:9][CH:3]([CH2:4]3)[CH2:2]1)[CH2:8]2.[OH:11][C:12]12[CH2:21][CH:16]3[CH2:17][CH:18]([CH2:20][C:14]([OH:22])([CH2:15]3)[CH2:13]1)[CH2:19]2.ClCCCl.S(=O)(=O)(O)[OH:28].[CH:32]([OH:34])=[O:33]>>[OH:11][C:12]12[CH2:21][CH:16]3[CH2:17][CH:18]([CH2:20][C:14]([OH:22])([CH2:15]3)[CH2:13]1)[CH2:19]2.[C:1]12([C:14]([OH:22])=[O:28])[CH2:10][CH:5]3[CH2:6][CH:7]([CH2:9][C:3]([C:32]([OH:34])=[O:33])([CH2:4]3)[CH2:2]1)[CH2:8]2. Reported procedure: The synthesis of 2-methacryloyloxy-2-(3-(2-hydroxy-2-propyl)1-1-adamantyl)propane was performed by the following method. First, according to the method described in Japanese Patent Application Laid-open No. 2002-167342, 1000 g of 1,3-dihydroxyadamantane was synthesized from adamantane. Next, a four-necked flask equipped with a stirrer, a thermometer, a dropping funnel and a Dimroth condenser was charged with 100 g of 1,3-dihydroxyadamantane, 500 mL of 1,2-dichloroethane and 800 g of 96% sulfuric... Starting materials: C1(=CC=CC=C1)CC#N (Phenylacetonitrile), C(C)OC(=O)N1CCC(C(=O)OCC)CC1 (ethyl 1-ethoxycarbonylisonipecotate), [H-].[Na+] (sodium hydride). Run in C1(=CC=CC=C1)C (toluene). Conditions: temperature 80 celsius, time 3 hour. Yields the product C(C)OC(=O)N1CCC(CC1)C(=O)C(C#N)C1=CC=CC=C1 (α-(1-ethoxycarbonylpiperidin-4-yl)carbonylphenylacetonitrile). The yield is 61.9%. RXN SMILES: [C:1]1([CH2:7][C:8]#[N:9])[CH:6]=[CH:5][CH:4]=[CH:3][CH:2]=1.[CH2:10]([O:12][C:13]([N:15]1[CH2:25][CH2:24][CH:18]([C:19](OCC)=[O:20])[CH2:17][CH2:16]1)=[O:14])[CH3:11].[H-].[Na+]>C1(C)C=CC=CC=1>[CH2:10]([O:12][C:13]([N:15]1[CH2:25][CH2:24][CH:18]([C:19]([CH:7]([C:1]2[CH:6]=[CH:5][CH:4]=[CH:3][CH:2]=2)[C:8]#[N:9])=[O:20])[CH2:17][CH2:16]1)=[O:14])[CH3:11] |f:2.3|. Procedure details: Phenylacetonitrile (5.8 g), ethyl 1-ethoxycarbonylisonipecotate (11.5 g), sodium hydride (purity 60%, 2.0 g) and toluene (25 mL) were mixed, and the mixture was stirred at 80° C. for 3 hrs. After the completion of the reaction, the reaction mixture was cooled to room temperature, and the insoluble material was washed by decantation. The insoluble material was dissolved in water, and acetic acid was added to acidify the mixture, and the mixture was extracted with chloroform. The organic layer was... The reactants are BrB(Br)Br, COc1ccc(-c2nsc(N)c2C)cc1, ClCCl. The product is Cc1c(-c2ccc(O)cc2)nsc1N. Reaction SMILES: [B:1]([Br:2])([Br:3])[Br:4].[CH3:5][O:6][c:7]1[cH:8][cH:9][c:10](-[c:13]2[n:14][s:15][c:16]([NH2:19])[c:17]2[CH3:18])[cH:11][cH:12]1.[Cl:20][CH2:21][Cl:22]>>[OH:6][c:7]1[cH:8][cH:9][c:10](-[c:13]2[n:14][s:15][c:16]([NH2:19])[c:17]2[CH3:18])[cH:11][cH:12]1. RXN SMILES: [CH3:1][O:2][c:3]1[c:4]([C:9]2([OH:17])[CH2:10][N:11]3[CH2:12][CH2:13][CH:14]2[CH2:15][CH2:16]3)[n:5][cH:6][cH:7][n:8]1.[Cl:22][CH2:23][Cl:24].[S:18]([Cl:19])([Cl:20])=[O:21]>>[CH3:1][O:2][c:3]1[c:4]([C:9]2([Cl:20])[CH2:10][N:11]3[CH2:12][CH2:13][CH:14]2[CH2:15][CH2:16]3)[n:5][cH:6][cH:7][n:8]1. The product is COc1nccnc1C1(Cl)CN2CCC1CC2. The reactants are COc1nccnc1C1(O)CN2CCC1CC2, ClCCl, O=S(Cl)Cl. Reactants: O=C(Cl)c1ccccc1, Nc1cc2nc(Cl)nc(N3CCOCC3)c2s1. Product: O=C(Nc1cc2nc(Cl)nc(N3CCOCC3)c2s1)c1ccccc1. RXN SMILES: [C:18]([c:19]1[cH:20][cH:21][cH:22][cH:23][cH:24]1)(=[O:25])[Cl:26].[Cl:1][c:2]1[n:3][c:4]([N:12]2[CH2:13][CH2:14][O:15][CH2:16][CH2:17]2)[c:5]2[c:6]([n:7]1)[cH:8][c:9]([NH2:11])[s:10]2>>[Cl:1][c:2]1[n:3][c:4]([N:12]2[CH2:13][CH2:14][O:15][CH2:16][CH2:17]2)[c:5]2[c:6]([n:7]1)[cH:8][c:9]([NH:11][C:18]([c:19]1[cH:20][cH:21][cH:22][cH:23][cH:24]1)=[O:25])[s:10]2.